From a dataset of the Open Reaction Database (ORD), a public repository of structured organic reaction records. describe an organic reaction: reactants, conditions, products, and yield Yields the product COC(=O)c1ccc(CBr)c(Cl)c1Cl. Starting materials: O=C1CCC(=O)N1Br, O=C(OOC(=O)c1ccccc1)c1ccccc1, ClC(Cl)(Cl)Cl, CCCCC, COC(=O)c1ccc(C)c(Cl)c1Cl. Reaction SMILES: [Br:14][N:15]1[C:16](=[O:17])[CH2:18][CH2:19][C:20]1=[O:21].[C:22]([O:23][O:24][C:25](=[O:26])[c:27]1[cH:28][cH:29][cH:30][cH:31][cH:32]1)(=[O:33])[c:34]1[cH:35][cH:36][cH:37][cH:38][cH:39]1.[C:40]([Cl:41])([Cl:42])([Cl:43])[Cl:44].[CH3:45][CH2:46][CH2:47][CH2:48][CH3:49].[Cl:1][c:2]1[c:3]([C:4](=[O:5])[O:6][CH3:7])[cH:8][cH:9][c:10]([CH3:13])[c:11]1[Cl:12]>>[Cl:1][c:2]1[c:3]([C:4](=[O:5])[O:6][CH3:7])[cH:8][cH:9][c:10]([CH2:13][Br:14])[c:11]1[Cl:12]. The reactants are [Li]CCCC, C1CCCCC1, C1COCCN1, CCCCCC, [Li]C(C)CC, Cl, CCCCCCCCI, C1CCOC1, O=Cc1ccoc1. Yields the product CCCCCCCCc1cc(C=O)co1. As a reaction SMILES: [CH2:1]([Li:2])[CH2:3][CH2:4][CH3:5].[CH2:45]1[CH2:46][CH2:47][CH2:48][CH2:49][CH2:50]1.[CH2:6]1[NH:7][CH2:8][CH2:9][O:10][CH2:11]1.[CH3:34][CH2:35][CH2:36][CH2:37][CH2:38][CH3:39].[CH:19]([Li:20])([CH2:21][CH3:22])[CH3:23].[ClH:33].[I:24][CH2:25][CH2:26][CH2:27][CH2:28][CH2:29][CH2:30][CH2:31][CH3:32].[O:40]1[CH2:41][CH2:42][CH2:43][CH2:44]1.[o:12]1[cH:13][c:14]([CH:17]=[O:18])[cH:15][cH:16]1>>[o:12]1[cH:13][c:14]([CH:17]=[O:18])[cH:15][c:16]1[CH2:25][CH2:26][CH2:27][CH2:28][CH2:29][CH2:30][CH2:31][CH3:32]. Starting materials: CC1=CC2=C(N=CNC2=O)C=N1 (6Methyl-pyrido[3,4-d]pyrimid-4-one), C(#C)C=1C=C(N)C=CC1F (3-Ethynyl-4-fluoro-aniline), C1(=CC=CC=C1)P(C1=CC=CC=C1)C1=CC=CC=C1 (triphenylphosphine), C(Cl)(Cl)(Cl)Cl (carbon tetrachloride). The solvent is ClCCCl (1,2-dichloroethane). Reaction conditions: temperature 60 celsius, time 6 hour. Yields the product C(#C)C=1C=C(C=CC1F)NC=1C2=C(N=CN1)C=NC(=C2)C ((3-Ethynyl-4-fluoro-phenyl)-(6-methyl-pyrido[3,4-d]pyrimidin-4-yl)-amine). Yield: 13.3%. RXN SMILES: [CH3:1][C:2]1[N:12]=[CH:11][C:5]2[N:6]=[CH:7][NH:8][C:9](=O)[C:4]=2[CH:3]=1.C1(P(C2C=CC=CC=2)C2C=CC=CC=2)C=CC=CC=1.C(Cl)(Cl)(Cl)Cl.[C:37]([C:39]1[CH:40]=[C:41]([CH:43]=[CH:44][C:45]=1[F:46])[NH2:42])#[CH:38]>ClCCCl>[C:37]([C:39]1[CH:40]=[C:41]([NH:42][C:9]2[C:4]3[CH:3]=[C:2]([CH3:1])[N:12]=[CH:11][C:5]=3[N:6]=[CH:7][N:8]=2)[CH:43]=[CH:44][C:45]=1[F:46])#[CH:38]. Procedure details: 6Methyl-pyrido[3,4-d]pyrimid-4-one (44 mg, 0.27 mmol), polymer -supported triphenylphosphine (0.462 g of about 3.0 mmol P/g resin, 1.55 mmol) and anhydrous carbon tetrachloride (0.261 mL, 2.71 mmol) were combined in 1,2-dichloroethane (1.25 mL). The reaction mixture was heated to 60° C. under an atmosphere of dry nitrogen for 2 hours. 3-Ethynyl-4-fluoro-aniline (55 mg, 0.407 mmol) was added and heating was continued at 60° C. for 6 hours. The polymer was filtered off and washed several times wit... The reactants are ClC1=CC(=CC=C1)C(=O)OO (metachloroperbenzoic acid), C(CCC)OCCOC1=CC=C(C=C1)C=1C=CC2=C(C=C(CCN2CC(C)C)C(=O)NC2=CC=C(C=C2)SCC2=CN=CN2CCOC)C1 (7-[4-(2-butoxyethoxy)phenyl]-1-isobutyl-N-[4-[[[1-(2-methoxyethyl)imidazol-5-yl]methyl]sulfanyl]phenyl]-2,3-dihydro-1-benzazepine-4-carboxamide), S(=S)(=O)([O-])[O-].[Na+].[Na+] (sodium thiosulfate). Run in C(Cl)Cl (methylene chloride), C(Cl)Cl (methylene chloride). Conditions: time 15 minute. The product is C(CCC)OCCOC1=CC=C(C=C1)C=1C=CC2=C(C=C(CCN2CC(C)C)C(=O)NC2=CC=C(C=C2)S(=O)CC2=CN=CN2CCOC)C1 (7-[4-(2-butoxyethoxy)phenyl]-1-isobutyl-N-[4-[[[1-(2-methoxyethyl)imidazol-5-yl]methyl]sulfinyl]phenyl]-2,3-dihydro-1-benzazepine-4-carboxamide). The yield is 51.8%. As a reaction SMILES: [CH2:1]([O:5][CH2:6][CH2:7][O:8][C:9]1[CH:14]=[CH:13][C:12]([C:15]2[CH:16]=[CH:17][C:18]3[N:24]([CH2:25][CH:26]([CH3:28])[CH3:27])[CH2:23][CH2:22][C:21]([C:29]([NH:31][C:32]4[CH:37]=[CH:36][C:35]([S:38][CH2:39][C:40]5[N:44]([CH2:45][CH2:46][O:47][CH3:48])[CH:43]=[N:42][CH:41]=5)=[CH:34][CH:33]=4)=[O:30])=[CH:20][C:19]=3[CH:49]=2)=[CH:11][CH:10]=1)[CH2:2][CH2:3][CH3:4].ClC1C=CC=C(C(OO)=[O:58])C=1.S([O-])([O-])(=O)=S.[Na+].[Na+]>C(Cl)Cl>[CH2:1]([O:5][CH2:6][CH2:7][O:8][C:9]1[CH:10]=[CH:11][C:12]([C:15]2[CH:16]=[CH:17][C:18]3[N:24]([CH2:25][CH:26]([CH3:27])[CH3:28])[CH2:23][CH2:22][C:21]([C:29]([NH:31][C:32]4[CH:33]=[CH:34][C:35]([S:38]([CH2:39][C:40]5[N:44]([CH2:45][CH2:46][O:47][CH3:48])[CH:43]=[N:42][CH:41]=5)=[O:58])=[CH:36][CH:37]=4)=[O:30])=[CH:20][C:19]=3[CH:49]=2)=[CH:13][CH:14]=1)[CH2:2][CH2:3][CH3:4] |f:2.3.4|. Procedure details: 7-[4-(2-butoxyethoxy)phenyl]-1-isobutyl-N-[4-[[[1-(2-methoxyethyl)imidazol-5-yl]methyl]sulfanyl]phenyl]-2,3-dihydro-1-benzazepine-4-carboxamide (0.49 g) was dissolved in methylene chloride (14.7 ml), and a solution of metachloroperbenzoic acid (0.25 g) in methylene chloride (9.8 ml) was added dropwise to the solution at −78° C. The mixture was stirred for 15 minutes, and to the mixture was added an aqueous solution of saturated sodium thiosulfate, and the mixture was allowed to be warmed to room... Starting materials: CC(=C)C(=O)OC1C[C@H]2CC[C@@]1(C2(C)C)C (IBMA), CC(COC(=O)C(=C)C)O (HPMA). Product: CC(=C)C(=O)OC1C[C@H]2CC[C@@]1(C2(C)C)C.CC(COC(=O)C(=C)C)O (IBMA HPMA). RXN SMILES: [CH3:1][C:2]([C:4]([O:6][CH:7]1[C@@:12]2([CH3:16])[C:13]([CH3:15])([CH3:14])[C@H:9]([CH2:10][CH2:11]2)[CH2:8]1)=[O:5])=[CH2:3].[CH3:17][CH:18]([OH:26])[CH2:19][O:20][C:21]([C:23]([CH3:25])=[CH2:24])=[O:22]>>[CH3:3][C:2]([C:4]([O:6][CH:7]1[C@@:12]2([CH3:16])[C:13]([CH3:15])([CH3:14])[C@H:9]([CH2:10][CH2:11]2)[CH2:8]1)=[O:5])=[CH2:1].[CH3:17][CH:18]([OH:26])[CH2:19][O:20][C:21]([C:23]([CH3:25])=[CH2:24])=[O:22] |f:2.3|. Procedure details: CHMA, BMA, IBMA and HPMA residues were copolymerized using a halogenated CPO initiator according to the following: